From a dataset of the Open Reaction Database (ORD), a public repository of structured organic reaction records. describe an organic reaction: reactants, conditions, products, and yield Reactants: CC(=O)O, CC(=O)OC(C)=O, Nc1ccc(Cl)cc1Cl, O. The product is CC(=O)Nc1ccc(Cl)cc1Cl. As a reaction SMILES: [C:18]([OH:19])(=[O:20])[CH3:21].[CH3:10][C:11](=[O:12])[O:13][C:14]([CH3:15])=[O:16].[NH2:1][c:2]1[cH:3][cH:4][c:5]([Cl:6])[cH:7][c:8]1[Cl:9].[OH2:17]>>[NH:1]([c:2]1[cH:3][cH:4][c:5]([Cl:6])[cH:7][c:8]1[Cl:9])[C:11]([CH3:10])=[O:12]. Reactants: CC(=O)N(C1=NN(c2c(Cl)cc(Cl)cc2Cl)C(=O)C1)c1cc([N+](=O)[O-])ccc1Cl, CC(=O)Oc1cc(N(C(C)=O)c2cc([N+](=O)[O-])ccc2Cl)nn1-c1c(Cl)cc(Cl)cc1Cl, CC(=O)O, CC(=O)OC(C)=O, CS(=O)(=O)O, O=C(CC(=NO)Nc1cc([N+](=O)[O-])ccc1Cl)Nc1c(Cl)cc(Cl)cc1Cl. The product is O=C1CC(Nc2cc([N+](=O)[O-])ccc2Cl)=NN1c1c(Cl)cc(Cl)cc1Cl. As a reaction SMILES: [C:40]([N:41]([C:42]1=[N:56][N:46]([c:47]2[c:48]([Cl:49])[cH:50][c:51]([Cl:52])[cH:53][c:54]2[Cl:55])[C:44](=[O:45])[CH2:43]1)[c:57]1[cH:58][c:59]([N+:60]([O-:61])=[O:62])[cH:63][cH:64][c:65]1[Cl:66])(=[O:67])[CH3:68].[C:69]([N:70]([c:71]1[cH:72][c:73]([O:74][C:75](=[O:76])[CH3:77])[n:78](-[c:79]2[c:80]([Cl:81])[cH:82][c:83]([Cl:84])[cH:85][c:86]2[Cl:87])[n:88]1)[c:89]1[cH:90][c:91]([N+:92]([O-:93])=[O:94])[cH:95][cH:96][c:97]1[Cl:98])(=[O:99])[CH3:100].[CH3:101][C:102](=[O:103])[OH:104].[CH3:28][C:29]([O:30][C:31](=[O:32])[CH3:33])=[O:34].[CH3:35][S:36](=[O:37])(=[O:38])[OH:39].[Cl:1][c:2]1[c:3]([NH:4][C:5]([CH2:6][C:7](=[O:8])[NH:9][c:10]2[c:11]([Cl:18])[cH:12][c:13]([Cl:17])[cH:14][c:15]2[Cl:16])=[N:19][OH:20])[cH:21][c:22]([N+:25](=[O:26])[O-:27])[cH:23][cH:24]1>>[Cl:1][c:2]1[c:3]([NH:4][C:5]2=[N:19][N:9]([c:10]3[c:11]([Cl:18])[cH:12][c:13]([Cl:17])[cH:14][c:15]3[Cl:16])[C:7](=[O:8])[CH2:6]2)[cH:21][c:22]([N+:25](=[O:26])[O-:27])[cH:23][cH:24]1. Starting materials: OCCCCBr, O=C([O-])[O-], COc1cc2c(Oc3cc(C)c(C)nc3-c3ccccn3)ccnc2cc1O, CN(C)C=O, [K+], [K+], O. The product is COc1cc2c(Oc3cc(C)c(C)nc3-c3ccccn3)ccnc2cc1OCCCCO. Reaction SMILES: [Br:35][CH2:36][CH2:37][CH2:38][CH2:39][OH:40].[C:29](=[O:30])([O-:31])[O-:32].[CH3:1][c:2]1[cH:3][c:4]([O:15][c:16]2[cH:17][cH:18][n:19][c:20]3[cH:21][c:22]([OH:28])[c:23]([O:26][CH3:27])[cH:24][c:25]23)[c:5](-[c:9]2[n:10][cH:11][cH:12][cH:13][cH:14]2)[n:6][c:7]1[CH3:8].[CH3:42][N:43]([CH3:44])[CH:45]=[O:46].[K+:33].[K+:34].[OH2:41]>>[CH3:1][c:2]1[cH:3][c:4]([O:15][c:16]2[cH:17][cH:18][n:19][c:20]3[cH:21][c:22]([O:28][CH2:36][CH2:37][CH2:38][CH2:39][OH:40])[c:23]([O:26][CH3:27])[cH:24][c:25]23)[c:5](-[c:9]2[n:10][cH:11][cH:12][cH:13][cH:14]2)[n:6][c:7]1[CH3:8]. Reactants: Cc1ccccc1, O=S(Cl)Cl, O=C(O)c1cccc(-c2ccccc2)n1. Yields the product O=C(Cl)c1cccc(-c2ccccc2)n1. Reaction SMILES: [CH3:20][c:21]1[cH:22][cH:23][cH:24][cH:25][cH:26]1.[S:16]([Cl:17])([Cl:18])=[O:19].[c:1]1(-[c:7]2[cH:8][cH:9][cH:10][c:11]([C:13](=[O:14])[OH:15])[n:12]2)[cH:2][cH:3][cH:4][cH:5][cH:6]1>>[c:1]1(-[c:7]2[cH:8][cH:9][cH:10][c:11]([C:13](=[O:15])[Cl:18])[n:12]2)[cH:2][cH:3][cH:4][cH:5][cH:6]1.